This data is from the Open Reaction Database (ORD), a public repository of structured organic reaction records. The task is: describe an organic reaction: reactants, conditions, products, and yield Reactants: COCCOCCOC, COc1ccc([N+](=O)[O-])c(C#N)n1, Cl, [Na+], [OH-], Cl[Sn]Cl. Product: COc1ccc(N)c(C#N)n1. RXN SMILES: [CH3:19][O:20][CH2:21][CH2:22][O:23][CH2:24][CH2:25][O:26][CH3:27].[CH3:1][O:2][c:3]1[cH:4][cH:5][c:6]([N+:11]([O-:12])=[O:13])[c:7]([C:9]#[N:10])[n:8]1.[ClH:28].[Na+:18].[OH-:17].[Sn:14]([Cl:15])[Cl:16]>>[CH3:1][O:2][c:3]1[cH:4][cH:5][c:6]([NH2:11])[c:7]([C:9]#[N:10])[n:8]1. Reactants: C(CCCCCCC\C=C/CCCCCCCC)(=O)O (oleic acid), C(=O)=O (carbon dioxide), C(CCCCCCC)O (octanol), [O-2].[Ba+2] (barium oxide). Solvent: O (water), Petroleum, O (water). Conditions: temperature 190 celsius, time 30 minute. The product is C(CCCCCCC\C=C/CCCCCCCC)(=O)[O-].[Ba+2].C(CCCCCCC\C=C/CCCCCCCC)(=O)[O-].C([O-])([O-])=O (barium oleate carbonate). Isolated yield 21.0%. As a reaction SMILES: C([OH:9])CCCCCCC.[O-2].[Ba+2:11].[C:12]([OH:31])(=[O:30])[CH2:13][CH2:14][CH2:15][CH2:16][CH2:17][CH2:18][CH2:19]/[CH:20]=[CH:21]\[CH2:22][CH2:23][CH2:24][CH2:25][CH2:26][CH2:27][CH2:28][CH3:29].[C:32](=[O:34])=[O:33]>O>[C:12]([O-:31])(=[O:30])[CH2:13][CH2:14][CH2:15][CH2:16][CH2:17][CH2:18][CH2:19]/[CH:20]=[CH:21]\[CH2:22][CH2:23][CH2:24][CH2:25][CH2:26][CH2:27][CH2:28][CH3:29].[Ba+2:11].[C:12]([O-:31])(=[O:30])[CH2:13][CH2:14][CH2:15][CH2:16][CH2:17][CH2:18][CH2:19]/[CH:20]=[CH:21]\[CH2:22][CH2:23][CH2:24][CH2:25][CH2:26][CH2:27][CH2:28][CH3:29].[C:32](=[O:9])([O-:34])[O-:33] |f:1.2,6.7.8.9|. Procedure: To a mixture of 50 g of octanol and 150 g of process oil (PUREXX12 : Esso Petroleum) was added 122 g of barium oxide gradually to disperse it, 24 g of water and 117 g of oleic acid were added, the mixture was stirred for 30 minutes, and carbon dioxide (20 L/hour) was blown thereinto at 130° C. for 3 hours to progress reaction. The mixture was gradually heated to 190° C. to continue reaction while water was distilled off, and then filtered to give a brown solution of an overbased barium oleate-ca... The reactants are ClC1=C(C(=O)C2=CC=CC=C2)C=C(C=C1)[N+](=O)[O-] (2-chloro-5-nitro-benzophenone), CC1CCNCC1 (4-methylpiperidine), C([O-])([O-])=O.[Ca+2] (calcium carbonate). Solvent: C(C)O (ethanol). The product is CC1CCN(CC1)C1=C(C=C(C=C1)[N+](=O)[O-])C(=O)C1=CC=CC=C1 ([2-(4-methyl-1-piperidinyl)-5-nitrophenyl]-(phenyl)methanone). Isolated yield 88.4%. Reaction SMILES: Cl[C:2]1[CH:15]=[CH:14][C:13]([N+:16]([O-:18])=[O:17])=[CH:12][C:3]=1[C:4]([C:6]1[CH:11]=[CH:10][CH:9]=[CH:8][CH:7]=1)=[O:5].[CH3:19][CH:20]1[CH2:25][CH2:24][NH:23][CH2:22][CH2:21]1.C(=O)([O-])[O-].[Ca+2]>C(O)C>[CH3:19][CH:20]1[CH2:25][CH2:24][N:23]([C:2]2[CH:15]=[CH:14][C:13]([N+:16]([O-:18])=[O:17])=[CH:12][C:3]=2[C:4]([C:6]2[CH:11]=[CH:10][CH:9]=[CH:8][CH:7]=2)=[O:5])[CH2:22][CH2:21]1 |f:2.3|. Procedure: Proceeding as indicated in example 2, with 0.03 mole (7.8 g) of 2-chloro-5-nitro-benzophenone, 0.05 mole (5.7 cm3) of 4-methylpiperidine and 0.03 mole (4.1 g) of calcium carbonate in 80 cm3 of ethanol, 8.6 g (Yield: 88%) of the expected product are obtained. M.P. 81° C. Reaction SMILES: [CH3:11][O:12][S:13]([O:14][CH3:15])(=[O:16])=[O:17].[CH3:18][O:19][CH2:20][CH2:21][O:22][CH3:23].[CH3:1][NH:2][C:3]1=[CH:4][C:5](=[O:8])[O:6][CH2:7]1.[Na+:10].[OH-:9]>>[CH3:1][N:2]([C:3]1=[CH:4][C:5](=[O:8])[O:6][CH2:7]1)[CH3:11]. The reactants are COS(=O)(=O)OC, COCCOC, CNC1=CC(=O)OC1, [Na+], [OH-]. The product is CN(C)C1=CC(=O)OC1. Starting materials: COCCOCC=1SC=C(N1)CO ((2-((2-methoxyethoxy)methyl)thiazol-4-yl)methanol), P(Br)(Br)Br (PBr3). Run in C(C)(=O)OCC (ethyl acetate), CCOCC (ether). Conditions: time 18 hour. Product: BrCC=1N=C(SC1)COCCOC (4-(Bromomethyl)-2-((2-methoxyethoxy)methyl)thiazole). Isolated yield 82.6%. Reaction SMILES: [CH3:1][O:2][CH2:3][CH2:4][O:5][CH2:6][C:7]1[S:8][CH:9]=[C:10]([CH2:12]O)[N:11]=1.P(Br)(Br)[Br:15]>CCOCC.C(OCC)(=O)C>[Br:15][CH2:12][C:10]1[N:11]=[C:7]([CH2:6][O:5][CH2:4][CH2:3][O:2][CH3:1])[S:8][CH:9]=1. Procedure details: A solution of (2-((2-methoxyethoxy)methyl)thiazol-4-yl)methanol (0.35 g, 1.72 mmol) in ether (15 mL) was treated with PBr3 (0.1 mL, 1.06 mmol) at RT. There is formation of a precipitate. The reaction was stirred at RT for 18 hours, then diluted with ethyl acetate and washed with sat. NaHCO3 (1×) and brine (1×), dried over anhydrous magnesium sulfate, filtered and concentrated. The residue was purified by silica gel chromatography (3×10 cm, 20% ethyl acetate/CH2Cl2) to give the title material (0.... Reactants: ClCC1=CC(NC(N1)=O)=O (6-chloromethyl-uracil), F[B-](F)(F)F.C(C)[O+](CC)CC (triethyloxonium tetrafluoroborate), aqueous solution, C([O-])([O-])=O.[K+].[K+] (potassium carbonate), C(=O)=O (carbon dioxide). Solvent: ClC(CCl)Cl (1,1,2-trichloroethane). Reaction conditions: time 18 hour. Yields the product ClCC1=NC(=NC(=C1)OCC)OCC (4-chloromethyl-2,6-diethoxy-pyrimidine). As a reaction SMILES: [Cl:1][CH2:2][C:3]1[NH:8][C:7](=O)[NH:6]C(=O)C=1.F[B-](F)(F)F.C([O+:18]([CH2:21][CH3:22])[CH2:19][CH3:20])C.[C:23](=[O:26])([O-])[O-].[K+].[K+].[C:29](=O)=O>ClC(Cl)CCl>[Cl:1][CH2:2][C:3]1[CH:22]=[C:21]([O:18][CH2:19][CH3:20])[N:6]=[C:7]([O:26][CH2:23][CH3:29])[N:8]=1 |f:1.2,3.4.5|. Reported procedure: 16.1 g (0.1 mol) of 6-chloromethyl-uracil and 57.0 g (0.3 mol) of triethyloxonium tetrafluoroborate are suspended in 100 ml of 1,1,2-trichloroethane and the suspension is left at 90° C. for 18 hours. The mixture is subsequently cooled and treated dropwise with a 50% aqueous solution of 41.5 g (0.3 mol) of potassium carbonate, incipient strong evolution of carbon dioxide being observed. The supernatant is then decanted off from the precipitated sludge-like residue and the residue is extracted sev... The reactants are BrC1=CC=C2OC=3C(=CC(=CC3C(C2=C1)(O)CC(=O)OCC)OC)F (ethyl 2-(7-bromo-4-fluoro-9-hydroxy-2-methoxy-9H-xanthen-9-yl)acetate), N(=[N+]=[N-])[Si](C)(C)C (azidotrimethylsilane), C(C)[O+](CC)[B-](F)(F)F ((diethyloxonio)trifluoroborate). The solvent is C1(=CC=CC=C1)C (toluene). Reaction conditions: temperature 0 celsius, time 8 hour. The product is N(=[N+]=[N-])C1(C2=CC(=CC=C2OC=2C(=CC(=CC12)OC)F)Br)CC(=O)OCC (ethyl 2-(9-azido-7-bromo-4-fluoro-2-methoxy-9H-xanthen-9-yl)acetate). Yield: 94.2%. As a reaction SMILES: [Br:1][C:2]1[CH:15]=[C:14]2[C:5]([O:6][C:7]3[C:8]([F:25])=[CH:9][C:10]([O:23][CH3:24])=[CH:11][C:12]=3[C:13]2([CH2:17][C:18]([O:20][CH2:21][CH3:22])=[O:19])O)=[CH:4][CH:3]=1.[N:26]([Si](C)(C)C)=[N+:27]=[N-:28].C([O+]([B-](F)(F)F)CC)C>C1(C)C=CC=CC=1>[N:26]([C:13]1([CH2:17][C:18]([O:20][CH2:21][CH3:22])=[O:19])[C:12]2[CH:11]=[C:10]([O:23][CH3:24])[CH:9]=[C:8]([F:25])[C:7]=2[O:6][C:5]2[C:14]1=[CH:15][C:2]([Br:1])=[CH:3][CH:4]=2)=[N+:27]=[N-:28]. Reported procedure: To a solution of ethyl 2-(7-bromo-4-fluoro-9-hydroxy-2-methoxy-9H-xanthen-9-yl)acetate (1.0 g, 2.432 mmol) in toluene (25 ml) was added azidotrimethylsilane (0.560 g, 4.86 mmol). The solution was cooled to 0° C. and (diethyloxonio)trifluoroborate (0.308 ml, 2.432 mmol) was added drop wise. The mixture was stirred overnight at RT. The solution was quenched with MeOH (10 ml) and diluted with EtOAc. The organic phase was separated, washed with saturated aqueous sodium bicarbonate solution and brine... Reactants: O=C([O-])O, CCOC(=O)C(=O)NCC(C)(C)c1cc2c(c(OC)c1)OC(C)(C)C2, [Na+], [Na+], [OH-], O=P(Cl)(Cl)Cl. Yields the product CCOC(=O)C1=NCC(C)(C)c2cc(OC)c3c(c21)CC(C)(C)O3. Reaction SMILES: [C:31](=[O:32])([O-:33])[OH:34].[CH3:1][O:2][c:3]1[cH:4][c:5]([C:14]([CH2:15][NH:16][C:17]([C:18](=[O:19])[O:20][CH2:21][CH3:22])=[O:23])([CH3:24])[CH3:25])[cH:6][c:7]2[c:11]1[O:10][C:9]([CH3:12])([CH3:13])[CH2:8]2.[Na+:35].[Na+:37].[OH-:36].[P:26]([Cl:27])([Cl:28])([Cl:29])=[O:30]>>[CH3:1][O:2][c:3]1[cH:4][c:5]2[c:6]([c:7]3[c:11]1[O:10][C:9]([CH3:12])([CH3:13])[CH2:8]3)[C:17]([C:18](=[O:19])[O:20][CH2:21][CH3:22])=[N:16][CH2:15][C:14]2([CH3:24])[CH3:25]. Starting materials: CC#N, O=S(=O)(c1ccc(Cl)cc1)C1c2c(F)ccc(F)c2OCC1CCI, Cl. Yields the product N#CCCC1COc2c(F)ccc(F)c2C1S(=O)(=O)c1ccc(Cl)cc1. Reaction SMILES: [CH3:26][C:27]#[N:28].[Cl:1][c:2]1[cH:3][cH:4][c:5]([S:8](=[O:9])(=[O:10])[CH:11]2[CH:12]([CH2:23][CH2:24][I:25])[CH2:13][O:14][c:15]3[c:16]([F:22])[cH:17][cH:18][c:19]([F:21])[c:20]32)[cH:6][cH:7]1.[ClH:29]>>[Cl:1][c:2]1[cH:3][cH:4][c:5]([S:8](=[O:9])(=[O:10])[CH:11]2[CH:12]([CH2:23][CH2:24][C:27]#[N:28])[CH2:13][O:14][c:15]3[c:16]([F:22])[cH:17][cH:18][c:19]([F:21])[c:20]32)[cH:6][cH:7]1.